Dataset: the Open Reaction Database (ORD), a public repository of structured organic reaction records. Task: describe an organic reaction: reactants, conditions, products, and yield Starting materials: CC1=NC=NC(=C1)Cl (4-Methyl-6-chloropyrimidine), Cl.BrC1=CC=C(C=C1)S(=O)(=O)N1CCN(CC1)C(=O)N1CCNCC1 (1-(4-bromophenylsulphonyl)-4-(1-piperazinylcarbonyl)piperazine hydrochloride), C(C)O (ethanol). Solvent: C(C)N(CC)CC (Triethylamine). Yields the product BrC1=CC=C(C=C1)S(=O)(=O)N1CCN(CC1)C(=O)N1CCN(CC1)C1=CC(=NC=N1)C (1-(4-bromophenylsulphonyl)-4-[1-(4-methylpyrimidin-6-yl)piperazin-4-ylcarbonyl]piperazine). Yield: 45.7%. RXN SMILES: [CH3:1][C:2]1[CH:7]=[C:6](Cl)[N:5]=[CH:4][N:3]=1.Cl.[Br:10][C:11]1[CH:16]=[CH:15][C:14]([S:17]([N:20]2[CH2:25][CH2:24][N:23]([C:26]([N:28]3[CH2:33][CH2:32][NH:31][CH2:30][CH2:29]3)=[O:27])[CH2:22][CH2:21]2)(=[O:19])=[O:18])=[CH:13][CH:12]=1.C(O)C>C(N(CC)CC)C>[Br:10][C:11]1[CH:12]=[CH:13][C:14]([S:17]([N:20]2[CH2:25][CH2:24][N:23]([C:26]([N:28]3[CH2:29][CH2:30][N:31]([C:6]4[N:5]=[CH:4][N:3]=[C:2]([CH3:1])[CH:7]=4)[CH2:32][CH2:33]3)=[O:27])[CH2:22][CH2:21]2)(=[O:18])=[O:19])=[CH:15][CH:16]=1 |f:1.2|. Procedure details: 4-Methyl-6-chloropyrimidine (0.51 g) was added to a stirred mixture of 1-(4-bromophenylsulphonyl)-4-(1-piperazinylcarbonyl)piperazine hydrochloride (1.50 g) and ethanol (35 ml). Triethylamine (2.2 ml) was added and the mixture was heated at reflux for 6 hours. The solvent was removed by evaporation and the residue was purified by chromatography on silica gel using a gradient of 0% to 10% methanol in dichloromethane as eluent to give a foam. This was crystallised from methyl tert-butyl ether to g... The reactants are COC(=O)c1ccccc1N1CCN(C(=O)C(Cc2ccc(Cl)cc2)NC(=O)C2Cc3ccccc3CN2C(=O)OC(C)(C)C)CC1, C1CCOC1, [Li+], [OH-], O. The product is CC(C)(C)OC(=O)N1Cc2ccccc2CC1C(=O)NC(Cc1ccc(Cl)cc1)C(=O)N1CCN(c2ccccc2C(=O)O)CC1. Reaction SMILES: [C:1]([CH3:2])([CH3:3])([CH3:4])[O:5][C:6](=[O:7])[N:8]1[CH2:9][c:10]2[cH:11][cH:12][cH:13][cH:14][c:15]2[CH2:16][CH:17]1[C:18](=[O:19])[NH:20][CH:21]([C:22](=[O:23])[N:24]1[CH2:25][CH2:26][N:27]([c:30]2[c:31]([C:32](=[O:33])[O:34][CH3:35])[cH:36][cH:37][cH:38][cH:39]2)[CH2:28][CH2:29]1)[CH2:40][c:41]1[cH:42][cH:43][c:44]([Cl:47])[cH:45][cH:46]1.[CH2:50]1[O:51][CH2:52][CH2:53][CH2:54]1.[Li+:49].[OH-:48].[OH2:55]>>[C:1]([CH3:2])([CH3:3])([CH3:4])[O:5][C:6](=[O:7])[N:8]1[CH2:9][c:10]2[cH:11][cH:12][cH:13][cH:14][c:15]2[CH2:16][CH:17]1[C:18](=[O:19])[NH:20][CH:21]([C:22](=[O:23])[N:24]1[CH2:25][CH2:26][N:27]([c:30]2[c:31]([C:32](=[O:33])[OH:34])[cH:36][cH:37][cH:38][cH:39]2)[CH2:28][CH2:29]1)[CH2:40][c:41]1[cH:42][cH:43][c:44]([Cl:47])[cH:45][cH:46]1. Reactants: CCCCc1ccc(N)cc1, C=CS(=O)(=O)F, CC(C)O, CC(C)O, Cl, CN(C)C=O. The product is CCCCc1ccc(NC=CS(=O)(=O)F)cc1, Cl. Reaction SMILES: [CH2:1]([CH2:2][CH2:3][CH3:4])[c:5]1[cH:6][cH:7][c:8]([NH2:9])[cH:10][cH:11]1.[CH:12](=[CH2:13])[S:14](=[O:15])(=[O:16])[F:17].[CH:19]([OH:20])([CH3:21])[CH3:22].[CH:28]([OH:29])([CH3:30])[CH3:31].[ClH:18].[O:23]=[CH:24][N:25]([CH3:26])[CH3:27]>>[CH2:1]([CH2:2][CH2:3][CH3:4])[c:5]1[cH:6][cH:7][c:8]([NH:9][CH:13]=[CH:12][S:14](=[O:15])(=[O:16])[F:17])[cH:10][cH:11]1.[ClH:18]. Reactants: BrC1=CC=C(C=N1)C=O (6-bromo-3-pyridinecarbaldehyde), solution, [H-].[Al+3].[Li+].[H-].[H-].[H-] (lithium aluminum hydride), C(C)(=O)OCC (ethyl acetate), C([O-])(O)=O.[Na+] (sodium bicarbonate). Solvent: C1CCOC1 (THF), C1CCOC1 (THF), C1CCOC1 (THF). Run at time 1 hour. The product is BrC1=CC=C(C=N1)CO ((6-Bromopyridin-3-yl)methanol). RXN SMILES: [H-].[Al+3].[Li+].[H-].[H-].[H-].[Br:7][C:8]1[N:13]=[CH:12][C:11]([CH:14]=[O:15])=[CH:10][CH:9]=1.C(OCC)(=O)C.C(=O)(O)[O-].[Na+]>C1COCC1>[Br:7][C:8]1[N:13]=[CH:12][C:11]([CH2:14][OH:15])=[CH:10][CH:9]=1 |f:0.1.2.3.4.5,8.9|. Procedure: 1.34 ml (1.34 mmol) of a 1 M solution of lithium aluminum hydride in THF are initially introduced into 5 ml dry THF under argon, and a solution of 500 mg (2.69 mmol) 6-bromo-3-pyridinecarbaldehyde in 3 ml dry THF is added dropwise at 0° C. The mixture is subsequently stirred at RT for 1 h, 25 ml ethyl acetate are then added, while cooling in an ice bath, and hydrolysis is carried out slowly with 50 ml saturated sodium bicarbonate solution. The aqueous phase is extracted with ethyl acetate (three...